From a dataset of the Open Reaction Database (ORD), a public repository of structured organic reaction records. describe an organic reaction: reactants, conditions, products, and yield Yields the product Cc1noc(COCC(Cc2ccccc2)N(C)C(=O)C(Cc2ccc3ccccc3c2)N(C)C(=O)OC(C)(C)C)n1. As a reaction SMILES: [C:1]([CH3:2])([CH3:3])([CH3:4])[O:5][C:6](=[O:7])[N:8]([CH3:9])[CH:10]([C:11](=[O:12])[OH:13])[CH2:14][c:15]1[cH:16][c:17]2[cH:18][cH:19][cH:20][cH:21][c:22]2[cH:23][cH:24]1.[CH3:36][N:37]([CH3:38])[CH2:39][CH2:40][CH2:41][N:42]=[C:43]=[N:44][CH2:45][CH3:46].[CH3:47][c:48]1[n:49][o:50][c:51]([CH2:53][O:54][CH2:55][CH:56]([CH2:57][c:58]2[cH:59][cH:60][cH:61][cH:62][cH:63]2)[NH:64][CH3:65])[n:52]1.[CH3:69][N:70]([CH3:71])[CH:72]=[O:73].[CH3:74][CH2:75][O:76][C:77](=[O:78])[CH3:79].[Cl:66][CH2:67][Cl:68].[ClH:35].[OH:25][n:26]1[c:27]2[n:28][cH:29][cH:30][cH:31][c:32]2[n:33][n:34]1>>[C:1]([CH3:2])([CH3:3])([CH3:4])[O:5][C:6](=[O:7])[N:8]([CH3:9])[CH:10]([C:11](=[O:12])[N:64]([CH:56]([CH2:55][O:54][CH2:53][c:51]1[o:50][n:49][c:48]([CH3:47])[n:52]1)[CH2:57][c:58]1[cH:59][cH:60][cH:61][cH:62][cH:63]1)[CH3:65])[CH2:14][c:15]1[cH:16][c:17]2[cH:18][cH:19][cH:20][cH:21][c:22]2[cH:23][cH:24]1. The reactants are CN(C(=O)OC(C)(C)C)C(Cc1ccc2ccccc2c1)C(=O)O, CCN=C=NCCCN(C)C, CNC(COCc1nc(C)no1)Cc1ccccc1, CN(C)C=O, CCOC(C)=O, ClCCl, Cl, On1nnc2cccnc21. Reactants: [C-]#N.[Na+] (NaCN), [OH-].[NH4+] (ammonium hydroxide), CNCCNC (N,N′-dimethylethylenediamine), BrC=1C=C2C=CN(C2=CC1)S(=O)(=O)C1=CC=C(C=C1)C (5-bromo-1-(toluene-4-sulfonyl)-1H-indole). Reagents/catalysts: [Cu]I (CuI). The solvent is O (water), C(C)(=O)OCC (ethyl acetate), C1(=CC=CC=C1)C (toluene). Conditions: temperature 110 celsius, time 24 hour. Product: C1(=CC=C(C=C1)S(=O)(=O)N1C=CC2=CC(=CC=C12)C#N)C (1-(Toluene-4-sulfonyl)-indole-5-carbonitrile). Isolated yield 85.9%. Reaction SMILES: [C-]#N.[Na+].Br[C:5]1[CH:6]=[C:7]2[C:11](=[CH:12][CH:13]=1)[N:10]([S:14]([C:17]1[CH:22]=[CH:21][C:20]([CH3:23])=[CH:19][CH:18]=1)(=[O:16])=[O:15])[CH:9]=[CH:8]2.[CH3:24][NH:25]CCNC.[OH-].[NH4+]>[Cu]I.O.C(OCC)(=O)C.C1(C)C=CC=CC=1>[C:20]1([CH3:23])[CH:21]=[CH:22][C:17]([S:14]([N:10]2[C:11]3[C:7](=[CH:6][C:5]([C:24]#[N:25])=[CH:13][CH:12]=3)[CH:8]=[CH:9]2)(=[O:16])=[O:15])=[CH:18][CH:19]=1 |f:0.1,4.5|. Reported procedure: An oven dried screw cap test tube was charged with NaCN (106 mg, 2.163 mmol), dried KI (60 mg, 0.361 mmol, 20 mol %), CuI (34 mg, 0.178 mmol, 10 mol %), 5-bromo-1-(toluene-4-sulfonyl)-1H-indole (630 mg, 1.803 mmol), evacuated and backfilled with argon three times. N,N′-dimethylethylenediamine (195 μL, 1.832 mmol) and anhydrous toluene (1.1 mL) were added under argon. The tube was sealed and the reaction mixture was stirred magnetically at 110° C. for 24 h. The resulting yellow suspension was coo... Reactants: CCO, CCc1nc2c(-c3ccc(C)cc3C)cc(C)nn2c1C(=O)OC, [Na+], [OH-]. The product is CCc1nc2c(-c3ccc(C)cc3C)cc(C)nn2c1C(=O)O. Reaction SMILES: [CH3:27][CH2:28][OH:29].[CH3:3][O:4][C:5](=[O:6])[c:7]1[c:8]([CH2:25][CH3:26])[n:9][c:10]2[n:11]1[n:12][c:13]([CH3:24])[cH:14][c:15]2-[c:16]1[c:17]([CH3:23])[cH:18][c:19]([CH3:22])[cH:20][cH:21]1.[Na+:2].[OH-:1]>>[O:4]=[C:5]([OH:6])[c:7]1[c:8]([CH2:25][CH3:26])[n:9][c:10]2[n:11]1[n:12][c:13]([CH3:24])[cH:14][c:15]2-[c:16]1[c:17]([CH3:23])[cH:18][c:19]([CH3:22])[cH:20][cH:21]1. Starting materials: CC(C)(C)[Si](C)(C)OCCBr, CC(C)(C)OC(=O)N1CCC(CC2(C)SC(NC3CC4CCC3C4)=NC2=O)CC1, CC(C)(C)[Si](C)(C)OCCC1SC(NC2CC3CCC2C3)=NC1=O, CC(C)[N-]C(C)C, [Li+]. Yields the product CC(C)(C)[Si](C)(C)OCCC1(CCO[Si](C)(C)C(C)(C)C)SC(NC2CC3CCC2C3)=NC1=O. RXN SMILES: [Br:62][CH2:63][CH2:64][O:65][Si:66]([CH3:67])([CH3:68])[C:69]([CH3:70])([CH3:71])[CH3:72].[CH:1]12[CH2:2][CH:3]([CH2:4][CH2:5]1)[CH2:6][CH:7]2[NH:8][C:9]1=[N:29][C:27](=[O:28])[C:11]([CH2:12][CH:13]2[CH2:14][CH2:15][N:16]([C:17]([O:18][C:19]([CH3:20])([CH3:21])[CH3:22])=[O:23])[CH2:24][CH2:25]2)([CH3:26])[S:10]1.[CH:30]12[CH:31]([NH:37][C:38]3=[N:42][C:41](=[O:43])[CH:40]([CH2:44][CH2:45][O:46][Si:47]([CH3:48])([CH3:49])[C:50]([CH3:51])([CH3:52])[CH3:53])[S:39]3)[CH2:32][CH:33]([CH2:34][CH2:35]1)[CH2:36]2.[CH:54]([N-:55][CH:56]([CH3:57])[CH3:58])([CH3:59])[CH3:60].[Li+:61]>>[CH:30]12[CH:31]([NH:37][C:38]3=[N:42][C:41](=[O:43])[C:40]([CH2:44][CH2:45][O:46][Si:47]([CH3:48])([CH3:49])[C:50]([CH3:51])([CH3:52])[CH3:53])([CH2:63][CH2:64][O:65][Si:66]([CH3:67])([CH3:68])[C:69]([CH3:70])([CH3:71])[CH3:72])[S:39]3)[CH2:32][CH:33]([CH2:34][CH2:35]1)[CH2:36]2. Reactants: O=C1N(C(CC1)=O)OC(=O)C1=C(N=C(O1)C1=C(C=CC=C1)Br)CCC (2-(2-bromo-phenyl)-4-propyl-oxazole-5-carboxylic acid 2,5-dioxo-pyrrolidin-1-yl ester), C1(CC1)N(C1=NC=C(C=C1)N)C (N2-cyclopropyl-N2-methyl-pyridine-2,5-diamine). Yields the product C1(CC1)N(C1=CC=C(C=N1)NC(=O)C1=C(N=C(O1)C1=C(C=CC=C1)Br)CCC)C (2-(2-bromo-phenyl)-4-propyl-oxazole-5-carboxylic acid [6-(cyclopropyl-methyl-amino)-pyridin-3-yl]-amide). RXN SMILES: O=C1CCC(=O)N1O[C:9]([C:11]1[O:15][C:14]([C:16]2[CH:21]=[CH:20][CH:19]=[CH:18][C:17]=2[Br:22])=[N:13][C:12]=1[CH2:23][CH2:24][CH3:25])=[O:10].[CH:26]1([N:29]([CH3:37])[C:30]2[CH:35]=[CH:34][C:33]([NH2:36])=[CH:32][N:31]=2)[CH2:28][CH2:27]1>>[CH:26]1([N:29]([CH3:37])[C:30]2[N:31]=[CH:32][C:33]([NH:36][C:9]([C:11]3[O:15][C:14]([C:16]4[CH:21]=[CH:20][CH:19]=[CH:18][C:17]=4[Br:22])=[N:13][C:12]=3[CH2:23][CH2:24][CH3:25])=[O:10])=[CH:34][CH:35]=2)[CH2:28][CH2:27]1. Reported procedure: With a procedure similar to example 50 above, 2-(2-bromo-phenyl)-4-propyl-oxazole-5-carboxylic acid [6-(cyclopropyl-methyl-amino)-pyridin-3-yl]-amide was prepared from 2-(2-bromo-phenyl)-4-propyl-oxazole-5-carboxylic acid 2,5-dioxo-pyrrolidin-1-yl ester and N2-cyclopropyl-N2-methyl-pyridine-2,5-diamine. LCMS calcd for C22H23BrN4O2 (m/e) 455, obsd 456 (M+H). Starting materials: C(C)(C)(C)OC(=O)N1CCC(CC1)CCC(=O)N1C[C@@H](CCC1)C(=O)O ((3R)-1-{3-[1-(tert-butoxycarbonyl)piperidin-4-yl]propanoyl}piperidine-3-carboxylic acid), ON1C(CCC1=O)=O (N-hydroxysuccinimide), C1(CCCCC1)N=C=NC1CCCCC1 (1,3-dicyclohexyl carbodiimide). Solvent: COCCOC (1,2-dimethoxyethane). Conditions: time 4 hour. Yields the product O=C1N(C(CC1)=O)OC(=O)[C@H]1CN(CCC1)C(CCC1CCN(CC1)C(=O)OC(C)(C)C)=O (tert-butyl 4-{3-[(3R)-3-{[(2,5-dioxopyrrolidin-1-yl)oxy]carbonyl}piperidin-1-yl]-3-oxopropyl}piperidine-1-carboxylate). The yield is 108.2%. As a reaction SMILES: [C:1]([O:5][C:6]([N:8]1[CH2:13][CH2:12][CH:11]([CH2:14][CH2:15][C:16]([N:18]2[CH2:23][CH2:22][CH2:21][C@@H:20]([C:24]([OH:26])=[O:25])[CH2:19]2)=[O:17])[CH2:10][CH2:9]1)=[O:7])([CH3:4])([CH3:3])[CH3:2].O[N:28]1[C:32](=[O:33])[CH2:31][CH2:30][C:29]1=[O:34].C1(N=C=NC2CCCCC2)CCCCC1>COCCOC>[O:34]=[C:29]1[CH2:30][CH2:31][C:32](=[O:33])[N:28]1[O:25][C:24]([C@@H:20]1[CH2:21][CH2:22][CH2:23][N:18]([C:16](=[O:17])[CH2:15][CH2:14][CH:11]2[CH2:10][CH2:9][N:8]([C:6]([O:5][C:1]([CH3:4])([CH3:2])[CH3:3])=[O:7])[CH2:13][CH2:12]2)[CH2:19]1)=[O:26]. Reported procedure: To (3R)-1-{3-[1-(tert-butoxycarbonyl)piperidin-4-yl]propanoyl}piperidine-3-carboxylic acid (1.91 g, 5.18 mmol) in 1,2-dimethoxyethane (13.5 mL) was added N-hydroxysuccinimide (0.60 g, 5.18 mmol) and 1,3-dicyclohexyl carbodiimide (1.18 g, 5.7 mmol). The solution was stirred for 4 hours at room temperature while a precipitate formed. The mixture was then cooled to 0° C. filtrated and the solid washed with diethyl ether. The filtrate and the diethyl ether wash were combined and concentrated to yiel... Starting materials: CC(=O)O[BH-](OC(C)=O)OC(C)=O, CC(=O)O, CCOC(C)=O, O=CC1CC1, [Na+], [Na+], C1CCOC1, O, O=C([O-])O, CC1(C)CC(c2cc(-c3ccccn3)ccc2N2CCNCC2)CC(C)(C)C1. Product: CC1(C)CC(c2cc(-c3ccccn3)ccc2N2CCN(CC3CC3)CC2)CC(C)(C)C1. Reaction SMILES: [C:34]([O:35][BH-:36]([O:37][C:38](=[O:39])[CH3:40])[O:41][C:42](=[O:43])[CH3:44])(=[O:45])[CH3:46].[CH3:48][C:49](=[O:50])[OH:51].[CH3:57][CH2:58][O:59][C:60](=[O:61])[CH3:62].[CH:29]1([CH:32]=[O:33])[CH2:30][CH2:31]1.[Na+:47].[Na+:52].[O:64]1[CH2:65][CH2:66][CH2:67][CH2:68]1.[OH2:63].[OH:53][C:54](=[O:55])[O-:56].[n:1]1[c:2](-[c:7]2[cH:8][c:9]([CH:19]3[CH2:20][C:21]([CH3:27])([CH3:28])[CH2:22][C:23]([CH3:25])([CH3:26])[CH2:24]3)[c:10]([N:13]3[CH2:14][CH2:15][NH:16][CH2:17][CH2:18]3)[cH:11][cH:12]2)[cH:3][cH:4][cH:5][cH:6]1>>[n:1]1[c:2](-[c:7]2[cH:8][c:9]([CH:19]3[CH2:20][C:21]([CH3:27])([CH3:28])[CH2:22][C:23]([CH3:25])([CH3:26])[CH2:24]3)[c:10]([N:13]3[CH2:14][CH2:15][N:16]([CH2:32][CH:29]4[CH2:30][CH2:31]4)[CH2:17][CH2:18]3)[cH:11][cH:12]2)[cH:3][cH:4][cH:5][cH:6]1.